Dataset: the Open Reaction Database (ORD), a public repository of structured organic reaction records. Task: describe an organic reaction: reactants, conditions, products, and yield Starting materials: [N+](=O)([O-])C=1C=C2C=CN(C2=CC1)CC1=CC=C(C(=O)O)C=C1 (4-[(5-nitro-1H-indol-1-yl)methyl]benzoic acid), Cl.C(C)OC(CCN)=O (β-alanine ethyl ester hydrochloride), FC(OC1=CC=C(C=C1)S(=O)(=O)Cl)(F)F (4-trifluoromethoxyphenyl sulfonyl chloride). The product is FC(OC1=CC=C(C=C1)S(=O)(=O)NC=1C=C2C=CN(C2=CC1)CC1=CC=C(C(=O)NCCC(=O)O)C=C1)(F)F (N-(4-{[5-({[4-(Trifluoromethoxy)phenyl]sulfonyl}amino)-1H-indol-1-yl]methyl}benzoyl)-β-alanine). As a reaction SMILES: [N+:1]([C:4]1[CH:5]=[C:6]2[C:10](=[CH:11][CH:12]=1)[N:9]([CH2:13][C:14]1[CH:22]=[CH:21][C:17]([C:18]([OH:20])=O)=[CH:16][CH:15]=1)[CH:8]=[CH:7]2)([O-])=O.Cl.C([O:26][C:27](=[O:31])[CH2:28][CH2:29][NH2:30])C.[F:32][C:33]([F:46])([F:45])[O:34][C:35]1[CH:40]=[CH:39][C:38]([S:41](Cl)(=[O:43])=[O:42])=[CH:37][CH:36]=1>>[F:46][C:33]([F:32])([F:45])[O:34][C:35]1[CH:40]=[CH:39][C:38]([S:41]([NH:1][C:4]2[CH:5]=[C:6]3[C:10](=[CH:11][CH:12]=2)[N:9]([CH2:13][C:14]2[CH:22]=[CH:21][C:17]([C:18]([NH:30][CH2:29][CH2:28][C:27]([OH:26])=[O:31])=[O:20])=[CH:16][CH:15]=2)[CH:8]=[CH:7]3)(=[O:43])=[O:42])=[CH:37][CH:36]=1 |f:1.2|. Procedure details: The title compound was prepared from 4-[(5-nitro-1H-indol-1-yl)methyl]benzoic acid, β-alanine ethyl ester hydrochloride, and 4-trifluoromethoxyphenyl sulfonyl chloride following the procedure of Example 10: MS (ESI) m/z 562; MS (ESI) m/z 560. Starting materials: C (charcoal), C(C1=CC=CC=C1)SCC(CO)C(C)(C)C (2-benzylthiomethyl-3,3-dimethylbutanol), [Cr](=O)(=O)([O-])Cl.[NH+]1=CC=CC=C1 (pyridinium chlorochromate), C(C)(=O)[O-].[Na+] (sodium acetate). Run in ClCCl (dichloromethane), ClCCl (dichloromethane), C(C)OCC (diethylether). Run at time 2 hour. The product is C(C1=CC=CC=C1)SCC(C=O)C(C)(C)C (2-benzylthiomethyl-3,3-dimethylbutanal). Yield: 38.7%. As a reaction SMILES: [CH2:1]([S:8][CH2:9][CH:10]([C:13]([CH3:16])([CH3:15])[CH3:14])[CH2:11][OH:12])[C:2]1[CH:7]=[CH:6][CH:5]=[CH:4][CH:3]=1.[Cr](Cl)([O-])(=O)=O.[NH+]1C=CC=CC=1.C([O-])(=O)C.[Na+].C>ClCCl.C(OCC)C>[CH2:1]([S:8][CH2:9][CH:10]([C:13]([CH3:16])([CH3:15])[CH3:14])[CH:11]=[O:12])[C:2]1[CH:7]=[CH:6][CH:5]=[CH:4][CH:3]=1 |f:1.2,3.4|. Reported procedure: A solution of 2-benzylthiomethyl-3,3-dimethylbutanol (3.7 g) in dry dichloromethane (15 ml) was added to a mechanically stirred suspension of pyridinium chlorochromate (10 g) and sodium acetate (1 g) in dichloromethane (100 ml) at 0° C. The resulting mixture was stirred at room temperature for two hours and then diethylether (300 ml) was added. The reaction mixture was passed through a short column of silica and charcoal (1:1) and then evaporated in vacuo to leave 2-benzylthiomethyl-3,3-dimethyl...